From a dataset of the Open Reaction Database (ORD), a public repository of structured organic reaction records. describe an organic reaction: reactants, conditions, products, and yield Reactants: O=c1ccc(-n2cc(-c3ccncc3)c(-c3ccc(F)cc3)n2)n[nH]1, Nc1cc(-c2cn(-c3ccc(=O)[nH]n3)nc2-c2ccc(F)cc2)ccn1. The product is Nc1cc(-n2cc(-c3ccncc3)c(-c3ccc(F)cc3)n2)n[nH]c1=O. As a reaction SMILES: [F:1][c:2]1[cH:3][cH:4][c:5](-[c:8]2[n:9][n:10](-[c:19]3[n:20][nH:21][c:22](=[O:25])[cH:23][cH:24]3)[cH:11][c:12]2-[c:13]2[cH:14][cH:15][n:16][cH:17][cH:18]2)[cH:6][cH:7]1.[NH2:26][c:27]1[cH:28][c:29](-[c:30]2[c:31](-[c:32]3[cH:33][cH:34][c:35]([F:36])[cH:37][cH:38]3)[n:39][n:40](-[c:41]3[cH:42][cH:43][c:44](=[O:45])[nH:46][n:47]3)[cH:48]2)[cH:49][cH:50][n:51]1>>[F:1][c:2]1[cH:3][cH:4][c:5](-[c:8]2[n:9][n:10](-[c:19]3[n:20][nH:21][c:22](=[O:25])[c:23]([NH2:26])[cH:24]3)[cH:11][c:12]2-[c:13]2[cH:14][cH:15][n:16][cH:17][cH:18]2)[cH:6][cH:7]1. The reactants are FC=1C(=C(C=C(C1F)F)O)[N+](=O)[O-] (3,4,5-trifluoro-2-nitrophenol), C1=CC=C(C=C1)P(C2=CC=CC=C2)C3=CC=CC=C3 (Ph3P), COCCO (2-methoxy-ethanol), N(=NC(=O)OC(C)C)C(=O)OC(C)C (diisopropyl azodicarboxylate). Run in C1CCOC1 (THF), C1CCOC1 (THF). Reaction conditions: time 16 hour. Product: FC1=C(C(=C(C(=C1)OCCOC)[N+](=O)[O-])F)F (1,2,3-Trifluoro-5-(2-methoxyethoxy)-4-nitrobenzene). RXN SMILES: [F:1][C:2]1[C:3]([N+:11]([O-:13])=[O:12])=[C:4]([OH:10])[CH:5]=[C:6]([F:9])[C:7]=1[F:8].C1C=CC(P(C2C=CC=CC=2)C2C=CC=CC=2)=CC=1.[CH3:33][O:34][CH2:35][CH2:36]O.N(C(OC(C)C)=O)=NC(OC(C)C)=O>C1COCC1>[F:9][C:6]1[CH:5]=[C:4]([O:10][CH2:36][CH2:35][O:34][CH3:33])[C:3]([N+:11]([O-:13])=[O:12])=[C:2]([F:1])[C:7]=1[F:8]. Procedure details: To a mixture of 3,4,5-trifluoro-2-nitrophenol (1.93, 10 mmol), Ph3P (3.93 g, 15 mmol), and 2-methoxy-ethanol (1.18 ml, 15 mmol) in anhydrous THF (25 ml) a solution of diisopropyl azodicarboxylate (2.91 ml, 15 mmol) in THF (5 ml) was added at 0° C. and the reaction mixture was stirred at room temperature for 16 h. The volatiles were evaporated and the residue was dissolved in CH2Cl2 (100 ml) and the organic layer was washed with water (100 ml), brine (100 ml) dried (MgSO4) and evaporated. The res... Reactants: [Al+3], [Cl-], [Cl-], [Cl-], COc1cc2c(cc1C#N)C(c1ccccc1Cl)=NCC(=O)N2, ClCCCl, O. Yields the product N#Cc1cc2c(cc1O)NC(=O)CN=C2c1ccccc1Cl. Reaction SMILES: [Al+3:27].[Cl-:24].[Cl-:25].[Cl-:26].[Cl:1][c:2]1[c:3]([C:8]2=[N:9][CH2:10][C:11](=[O:23])[NH:12][c:13]3[c:14]2[cH:15][c:16]([C:21]#[N:22])[c:17]([O:19][CH3:20])[cH:18]3)[cH:4][cH:5][cH:6][cH:7]1.[Cl:29][CH2:30][CH2:31][Cl:32].[OH2:28]>>[Cl:1][c:2]1[c:3]([C:8]2=[N:9][CH2:10][C:11](=[O:23])[NH:12][c:13]3[c:14]2[cH:15][c:16]([C:21]#[N:22])[c:17]([OH:19])[cH:18]3)[cH:4][cH:5][cH:6][cH:7]1. The reactants are C(C)(C)C1=NC(=CC(=C1N=C=S)C(C)C)OC1=CC=C(C=C1)Cl (2,4-diisopropyl-6-(4-chlorophenoxy)-pyrid-3-yl isothiocyanate), C(C)(C)(C)N (tert.-butylamine). Run in C1(=CC=CC=C1)C (toluene). Reaction conditions: time 2 hour. Product: C(C)(C)(C)NC(=S)NC=1C(=NC(=CC1C(C)C)OC1=CC=C(C=C1)Cl)C(C)C (1-tert.-Butyl-3-[2,4-diisopropyl-6-(4-chlorophenoxy)-pyrid-3-yl]-thiourea). As a reaction SMILES: [CH:1]([C:4]1[C:9]([N:10]=[C:11]=[S:12])=[C:8]([CH:13]([CH3:15])[CH3:14])[CH:7]=[C:6]([O:16][C:17]2[CH:22]=[CH:21][C:20]([Cl:23])=[CH:19][CH:18]=2)[N:5]=1)([CH3:3])[CH3:2].[C:24]([NH2:28])([CH3:27])([CH3:26])[CH3:25]>C1(C)C=CC=CC=1>[C:24]([NH:28][C:11]([NH:10][C:9]1[C:4]([CH:1]([CH3:2])[CH3:3])=[N:5][C:6]([O:16][C:17]2[CH:18]=[CH:19][C:20]([Cl:23])=[CH:21][CH:22]=2)=[CH:7][C:8]=1[CH:13]([CH3:15])[CH3:14])=[S:12])([CH3:27])([CH3:26])[CH3:25]. Reported procedure: 8.15 g of 2,4-diisopropyl-6-(4-chlorophenoxy)-pyrid-3-yl isothiocyanate are diluted with 30 ml of toluene, and 2.0 g of tert.-butylamine are added dropwise. The reaction mixture is then further stirred for 2 hours at approximately +60° C. The reaction mixture is concentrated and hexane is added to the residue. The resulting solid is filtered off and subsequently washed with hexane. 1-tert.-Butyl-3-[2,4-diisopropyl-6-(4-chlorophenoxy)-pyrid-3-yl]-thiourea is obtained in the form of colourless cry... The reactants are C(C)(C)(C)N1N=CC(=C1C1=CC=C(C=C1)OC)C=1SC=C(N1)C(=O)OCC (ethyl 2-(1-(tert-butyl)-5-(4-methoxyphenyl)-1H-pyrazol-4-yl)thiazole-4-carboxylate), [H-].[Al+3].[Li+].[H-].[H-].[H-] (lithium aluminum hydride), [O-]S(=O)(=O)[O-].[Na+].[Na+] (Na2SO4). Run in C1CCOC1 (THF), C1CCOC1 (THF). Run at temperature 0 celsius, time 2 hour. The product is C(C)(C)(C)N1N=CC(=C1C1=CC=C(C=C1)OC)C=1SC=C(N1)CO ((2-(1-(tert-butyl)-5-(4-methoxyphenyl)-1H-pyrazol-4-yl)thiazol-4-yl)methanol). RXN SMILES: [H-].[Al+3].[Li+].[H-].[H-].[H-].[C:7]([N:11]1[C:15]([C:16]2[CH:21]=[CH:20][C:19]([O:22][CH3:23])=[CH:18][CH:17]=2)=[C:14]([C:24]2[S:25][CH:26]=[C:27]([C:29](OCC)=[O:30])[N:28]=2)[CH:13]=[N:12]1)([CH3:10])([CH3:9])[CH3:8].[O-]S([O-])(=O)=O.[Na+].[Na+]>C1COCC1>[C:7]([N:11]1[C:15]([C:16]2[CH:17]=[CH:18][C:19]([O:22][CH3:23])=[CH:20][CH:21]=2)=[C:14]([C:24]2[S:25][CH:26]=[C:27]([CH2:29][OH:30])[N:28]=2)[CH:13]=[N:12]1)([CH3:9])([CH3:10])[CH3:8] |f:0.1.2.3.4.5,7.8.9|. Procedure: To a suspension of lithium aluminum hydride (39.4 mg, 1.04 mmol) in THF (2.0 mL) was added a solution of the compound (200 mg, 0.52 mmol) obtained in step 1 in THF (2.0 mL) at 0° C., and the mixture was stirred at 0° C. for 2 hr. To the reaction mixture was added Na2SO4 10H2O (excess amount), and the mixture was stirred at room temperature for 30 min. The reaction mixture was filtered, and the filtrate was concentrated under reduced pressure to give crude (2-(1-(tert-butyl)-5-(4-methoxyphenyl)-1...